From a dataset of the Open Reaction Database (ORD), a public repository of structured organic reaction records. describe an organic reaction: reactants, conditions, products, and yield Reactants: [N+](=O)([O-])C=1C=C(C=CC1)C(C)=O (1-(3-nitrophenyl)ethanone), COC(N(C)C)OC (1,1-dimethoxy-N,N-dimethylmethanamine). Run at temperature 115 celsius, time 15 hour. Yields the product CN(/C=C/C(=O)C1=CC(=CC=C1)[N+](=O)[O-])C ((E)-3-(dimethylamino)-1-(3-nitrophenyl)prop-2-en-1-one). As a reaction SMILES: [N+:1]([C:4]1[CH:5]=[C:6]([C:10](=[O:12])[CH3:11])[CH:7]=[CH:8][CH:9]=1)([O-:3])=[O:2].CO[CH:15](OC)[N:16]([CH3:18])[CH3:17]>>[CH3:15][N:16]([CH3:18])/[CH:17]=[CH:11]/[C:10]([C:6]1[CH:7]=[CH:8][CH:9]=[C:4]([N+:1]([O-:3])=[O:2])[CH:5]=1)=[O:12]. Reported procedure: To a sealed tube equipped with a magnetic stir bar, containing 1,1-dimethoxy-N,N-dimethylmethanamine (50 mL) was placed 1-(3-nitrophenyl)ethanone (5 g, 30 mmol, 1.0 equiv). The reaction was allowed to stir at 115° C. for 15 h. After the reaction was complete by LCMS, the solid product was filtered and washed with ether to yield 5.3 g (80%) of DHK-7-12 as an yellow solid. MS (ESI, Pos.) m/z: 221.1 [M+H]+. Reactants: O=C(CCl)c1ccccc1, [Na+], [Na+], O=C([O-])[O-], Oc1ccc2c(c1)CCC2, c1ccccc1. Product: O=C(COc1ccc2c(c1)CCC2)c1ccccc1. RXN SMILES: [Cl:11][CH2:12][C:13](=[O:14])[c:15]1[cH:16][cH:17][cH:18][cH:19][cH:20]1.[Na+:21].[Na+:22].[O-:23][C:24](=[O:25])[O-:26].[OH:1][c:2]1[cH:3][c:4]2[c:8]([cH:9][cH:10]1)[CH2:7][CH2:6][CH2:5]2.[cH:27]1[cH:28][cH:29][cH:30][cH:31][cH:32]1>>[O:1]([c:2]1[cH:3][c:4]2[c:8]([cH:9][cH:10]1)[CH2:7][CH2:6][CH2:5]2)[CH2:12][C:13](=[O:14])[c:15]1[cH:16][cH:17][cH:18][cH:19][cH:20]1. The reactants are CC(NC(=O)OC(C)(C)C)C(=O)O, C1CCOC1, CCN=C=NCCCN(C)C, CN(C)c1ccncc1, Cl, N#Cc1c(SCc2csc(-c3ccc(Cl)cc3)n2)nc(N2CCC2)c(C#N)c1-c1ccc(OCCO)cc1, CN(C)C=O. Yields the product CC(NC(=O)OC(C)(C)C)C(=O)OCCOc1ccc(-c2c(C#N)c(SCc3csc(-c4ccc(Cl)cc4)n3)nc(N3CCC3)c2C#N)cc1. Reaction SMILES: [C:39]([CH3:40])([CH3:41])([CH3:42])[O:43][C:44](=[O:45])[NH:46][CH:47]([CH3:48])[C:49](=[O:50])[OH:51].[CH2:52]1[O:53][CH2:54][CH2:55][CH2:56]1.[CH3:58][N:59]([CH3:60])[CH2:61][CH2:62][CH2:63][N:64]=[C:65]=[N:66][CH2:67][CH3:68].[CH3:69][N:70]([CH3:71])[c:72]1[cH:73][cH:74][n:75][cH:76][cH:77]1.[ClH:57].[N:1]1([c:5]2[n:6][c:7]([S:25][CH2:26][c:27]3[n:28][c:29](-[c:32]4[cH:33][cH:34][c:35]([Cl:38])[cH:36][cH:37]4)[s:30][cH:31]3)[c:8]([C:23]#[N:24])[c:9](-[c:13]3[cH:14][cH:15][c:16]([O:19][CH2:20][CH2:21][OH:22])[cH:17][cH:18]3)[c:10]2[C:11]#[N:12])[CH2:2][CH2:3][CH2:4]1.[O:78]=[CH:79][N:80]([CH3:81])[CH3:82]>>[N:1]1([c:5]2[n:6][c:7]([S:25][CH2:26][c:27]3[n:28][c:29](-[c:32]4[cH:33][cH:34][c:35]([Cl:38])[cH:36][cH:37]4)[s:30][cH:31]3)[c:8]([C:23]#[N:24])[c:9](-[c:13]3[cH:14][cH:15][c:16]([O:19][CH2:20][CH2:21][O:22][C:49]([CH:47]([NH:46][C:44]([O:43][C:39]([CH3:40])([CH3:41])[CH3:42])=[O:45])[CH3:48])=[O:50])[cH:17][cH:18]3)[c:10]2[C:11]#[N:12])[CH2:2][CH2:3][CH2:4]1. Starting materials: CCOC(=O)c1cnc(N(C)Cc2cc3nc(-c4cccc(OCCO[Si](C)(C)C(C)(C)C)c4)nc(N4CCOCC4)c3s2)nc1, C1CCOC1, CCCC[N+](CCCC)(CCCC)CCCC, CCOC(C)=O, [F-]. Yields the product CCOC(=O)c1cnc(N(C)Cc2cc3nc(-c4cccc(OCCO)c4)nc(N4CCOCC4)c3s2)nc1. RXN SMILES: [CH2:1]([CH3:2])[O:3][C:4](=[O:5])[c:6]1[cH:7][n:8][c:9]([N:12]([CH3:13])[CH2:14][c:15]2[cH:16][c:17]3[n:18][c:19](-[c:30]4[cH:31][c:32]([O:36][CH2:37][CH2:38][O:39][Si:40]([C:41]([CH3:42])([CH3:43])[CH3:44])([CH3:45])[CH3:46])[cH:33][cH:34][cH:35]4)[n:20][c:21]([N:24]4[CH2:25][CH2:26][O:27][CH2:28][CH2:29]4)[c:22]3[s:23]2)[n:10][cH:11]1.[CH2:47]1[O:48][CH2:49][CH2:50][CH2:51]1.[CH2:53]([N+:54]([CH2:55][CH2:56][CH2:57][CH3:58])([CH2:59][CH2:60][CH2:61][CH3:62])[CH2:63][CH2:64][CH2:65][CH3:66])[CH2:67][CH2:68][CH3:69].[CH3:70][CH2:71][O:72][C:73](=[O:74])[CH3:75].[F-:52]>>[CH2:1]([CH3:2])[O:3][C:4](=[O:5])[c:6]1[cH:7][n:8][c:9]([N:12]([CH3:13])[CH2:14][c:15]2[cH:16][c:17]3[n:18][c:19](-[c:30]4[cH:31][c:32]([O:36][CH2:37][CH2:38][OH:39])[cH:33][cH:34][cH:35]4)[n:20][c:21]([N:24]4[CH2:25][CH2:26][O:27][CH2:28][CH2:29]4)[c:22]3[s:23]2)[n:10][cH:11]1. Starting materials: C1COCCO1, CC#N, COc1cnc(Cl)nc1-c1cnn(C(CC#N)C2CC2)c1, O, Cc1ccc(S(=O)(=O)O)cc1, Nc1cccc(-c2cnco2)c1. Yields the product COc1cnc(Nc2cccc(-c3cnco3)c2)nc1-c1cnn(C(CC#N)C2CC2)c1. Reaction SMILES: [CH2:45]1[O:46][CH2:47][CH2:48][O:49][CH2:50]1.[CH3:51][C:52]#[N:53].[Cl:1][c:2]1[n:3][cH:4][c:5]([O:20][CH3:21])[c:6](-[c:8]2[cH:9][n:10][n:11]([CH:13]([CH2:14][C:15]#[N:16])[CH:17]3[CH2:18][CH2:19]3)[cH:12]2)[n:7]1.[OH2:54].[c:34]1([CH3:35])[cH:36][cH:37][c:38]([S:39]([OH:40])(=[O:41])=[O:42])[cH:43][cH:44]1.[o:22]1[cH:23][n:24][cH:25][c:26]1-[c:27]1[cH:28][c:29]([NH2:30])[cH:31][cH:32][cH:33]1>>[c:2]1([NH:30][c:29]2[cH:28][c:27](-[c:26]3[o:22][cH:23][n:24][cH:25]3)[cH:33][cH:32][cH:31]2)[n:3][cH:4][c:5]([O:20][CH3:21])[c:6](-[c:8]2[cH:9][n:10][n:11]([CH:13]([CH2:14][C:15]#[N:16])[CH:17]3[CH2:18][CH2:19]3)[cH:12]2)[n:7]1. Reactants: CC1=C(CC=2C=CC(NN2)=O)C=CC=C1 (2,3-Dihydro-6-(2-methylbenzyl)pyridaz-3-one), P(=O)(Cl)(Cl)Cl (phosphorus oxychloride), [OH-].[NH4+] (ammonium hydroxide). Run in CC(=O)C (acetone), CC(=O)C (acetone), O (water). Yields the product ClC=1N=NC(=CC1)CC1=C(C=CC=C1)C (3-chloro-6-(2-methylbenzyl)pyridazine). Reaction SMILES: [CH3:1][C:2]1[CH:15]=[CH:14][CH:13]=[CH:12][C:3]=1[CH2:4][C:5]1[CH:6]=[CH:7][C:8](=O)[NH:9][N:10]=1.P(Cl)(Cl)([Cl:18])=O.[OH-].[NH4+]>CC(C)=O.O>[Cl:18][C:8]1[N:9]=[N:10][C:5]([CH2:4][C:3]2[CH:12]=[CH:13][CH:14]=[CH:15][C:2]=2[CH3:1])=[CH:6][CH:7]=1 |f:2.3|. Reported procedure: 2,3-Dihydro-6-(2-methylbenzyl)pyridaz-3-one (prepared as described above; 36 g.) and phosphorus oxychloride (120 ml.) were heated together on a steam bath to 90° C. The dark red solution thus obtained was immediately cooled to 10°-15° C., diluted with acetone (125 ml.) and added to a stirred solution of acetone and aqueous ammonium hydroxide solution (s.g. 0.880) (1:1; 1000 ml.) maintained at a temperature of from 0° to 20° C. by strong cooling. The mixture was then diluted with water (1000 ml.)...